This data is from the Open Reaction Database (ORD), a public repository of structured organic reaction records. The task is: describe an organic reaction: reactants, conditions, products, and yield The reactants are C1COCCN1, Clc1cc(Cl)ncn1, O. Yields the product Clc1cc(N2CCOCC2)ncn1. RXN SMILES: [CH2:9]1[CH2:10][O:11][CH2:12][CH2:13][NH:14]1.[Cl:1][c:2]1[n:3][cH:4][n:5][c:6]([Cl:8])[cH:7]1.[OH2:15]>>[c:2]1([N:14]2[CH2:9][CH2:10][O:11][CH2:12][CH2:13]2)[n:3][cH:4][n:5][c:6]([Cl:8])[cH:7]1. The reactants are C1(CCCC1)OC(C(CC1=CC=C(C=C1)O)OC1CCCC1)=O (2-cyclopentyloxy-3-(4-hydroxy-phenyl)-propionic acid cyclopentyl ester), CN1C(N(CC1CCOS(=O)(=O)C1=CC=C(C=C1)C)CC1=CC=C(C=C1)C(F)(F)F)=O (toluene-4-sulfonic acid 2-[3-methyl-2-oxo-1-(4-trifluoromethyl-benzyl)-imidazolidin-4-yl]-ethyl ester), C(=O)([O-])[O-].[Cs+].[Cs+] (Cs2CO3). Run in CN(C)C=O (DMF). Conditions: temperature 65 celsius. Yields the product C1(CCCC1)OC(C(CC1=CC=C(C=C1)OCCC1N(C(N(C1)CC1=CC=C(C=C1)C(F)(F)F)=O)C)OC1CCCC1)=O (2-cyclopentyloxy-3-(4-{2-[3-methyl-2-oxo-1-(4-trifluoromethyl-benzyl)-imidazolidin-4-yl]-ethoxy}-phenyl)-propionic acid cyclopentyl ester). The yield is 63.3%. Reaction SMILES: [CH:1]1([O:6][C:7](=[O:23])[CH:8]([O:17][CH:18]2[CH2:22][CH2:21][CH2:20][CH2:19]2)[CH2:9][C:10]2[CH:15]=[CH:14][C:13]([OH:16])=[CH:12][CH:11]=2)[CH2:5][CH2:4][CH2:3][CH2:2]1.[CH3:24][N:25]1[CH:29]([CH2:30][CH2:31]OS(C2C=CC(C)=CC=2)(=O)=O)[CH2:28][N:27]([CH2:43][C:44]2[CH:49]=[CH:48][C:47]([C:50]([F:53])([F:52])[F:51])=[CH:46][CH:45]=2)[C:26]1=[O:54].C([O-])([O-])=O.[Cs+].[Cs+]>CN(C=O)C>[CH:1]1([O:6][C:7](=[O:23])[CH:8]([O:17][CH:18]2[CH2:19][CH2:20][CH2:21][CH2:22]2)[CH2:9][C:10]2[CH:11]=[CH:12][C:13]([O:16][CH2:31][CH2:30][CH:29]3[CH2:28][N:27]([CH2:43][C:44]4[CH:49]=[CH:48][C:47]([C:50]([F:52])([F:53])[F:51])=[CH:46][CH:45]=4)[C:26](=[O:54])[N:25]3[CH3:24])=[CH:14][CH:15]=2)[CH2:2][CH2:3][CH2:4][CH2:5]1 |f:2.3.4|. Reported procedure: A mixture of 2-cyclopentyloxy-3-(4-hydroxy-phenyl)-propionic acid cyclopentyl ester(0.090 g, 0.283 mmol), toluene-4-sulfonic acid 2-[3-methyl-2-oxo-1-(4-trifluoromethyl-benzyl)-imidazolidin-4-yl]-ethyl ester (0.140 g, 0.307 mmol) and Cs2CO3 (0.138 g, 0.423 mmol) in DMF (10 mL) was heated to 65° C. under N2 for 16 h. The reaction was cooled and quenched with 1 N HCl (10 mL) and worked up extractively with Et2O and water. The organic layer was dried (MgSO4) and the solvent removed in vacuo to affo... Starting materials: CO, Cl, N#Cc1c(-c2ccc(Cl)cc2Cl)cn2ccnc2c1N=[N+]=[N-], O, c1ccc(P(c2ccccc2)c2ccccc2)cc1. Yields the product N#Cc1c(-c2ccc(Cl)cc2Cl)cn2ccnc2c1N. RXN SMILES: [CH3:43][OH:44].[ClH:42].[N:1](=[N+:2]=[N-:3])[c:4]1[c:5]2[n:6]([cH:7][c:8](-[c:12]3[c:13]([Cl:19])[cH:14][c:15]([Cl:18])[cH:16][cH:17]3)[c:9]1[C:10]#[N:11])[cH:20][cH:21][n:22]2.[OH2:45].[c:23]1([P:24]([c:25]2[cH:26][cH:27][cH:28][cH:29][cH:30]2)[c:31]2[cH:32][cH:33][cH:34][cH:35][cH:36]2)[cH:37][cH:38][cH:39][cH:40][cH:41]1>>[NH2:1][c:4]1[c:5]2[n:6]([cH:7][c:8](-[c:12]3[c:13]([Cl:19])[cH:14][c:15]([Cl:18])[cH:16][cH:17]3)[c:9]1[C:10]#[N:11])[cH:20][cH:21][n:22]2. The reactants are FC=1C=C(COC2=CC=C(C=C2)CCO)C=CC1 (2-[4-(3-fluoro-benzyloxy)-phenyl]-ethanol), [N-]=C=O.[K+] (potassium isocyanate), FC(C(=O)O)(F)F (trifluoroacetic acid). Solvent: O (water), C1=CC=CC=C1 (benzene). Reaction conditions: time 18 hour. Yields the product FC=1C=C(COC2=CC=C(C=C2)CCOC(N)=O)C=CC1 (carbamic acid 2-[4-(3-fluoro-benzyloxy)-phenyl]-ethyl ester). Yield: 44.3%. As a reaction SMILES: [F:1][C:2]1[CH:3]=[C:4]([CH:16]=[CH:17][CH:18]=1)[CH2:5][O:6][C:7]1[CH:12]=[CH:11][C:10]([CH2:13][CH2:14][OH:15])=[CH:9][CH:8]=1.[N-:19]=[C:20]=[O:21].[K+].FC(F)(F)C(O)=O>C1C=CC=CC=1.O>[F:1][C:2]1[CH:3]=[C:4]([CH:16]=[CH:17][CH:18]=1)[CH2:5][O:6][C:7]1[CH:12]=[CH:11][C:10]([CH2:13][CH2:14][O:15][C:20](=[O:21])[NH2:19])=[CH:9][CH:8]=1 |f:1.2|. Reported procedure: Under an argon atmosphere and at room temperature, a suspension of 1.0 g of 2-[4-(3-fluoro-benzyloxy)-phenyl]-ethanol and 0.66 g of potassium isocyanate in 2 ml of benzene was treated dropwise under stirring with 0.62 ml of trifluoroacetic acid. After stirring for 18 h at room temperature, the reaction mixture was diluted with water, then extracted three times with dichloromethane. The combined organic layers were dried over potassium carbonate and evaporated. There were obtained 0.52 g (44% of ... Reactants: C(C)(C)(C)OC(CC1=CC(=NC=C1)Cl)=O ((2-Chloro-pyridin-4-yl)-acetic acid tert-butyl ester), P(=O)([O-])([O-])[O-].[K+].[K+].[K+] (Potassium phosphate), P (phosphine), P (phosphine), CN1CCNCC1 (1-methyl piperazine). The reagents and catalysts are C(C1=CC=CC=C1)=CC(=O)C=CC1=CC=CC=C1.[Pd] (palladium dibenzylideneacetone), C(C)(C)(C)P(C(C)(C)C)[C-]1C=CC=C1.C1(=CC=CC=C1)C1=C(C(=C([C-]1C1=CC=CC=C1)C1=CC=CC=C1)C1=CC=CC=C1)C1=CC=CC=C1.[Fe+2] (di-tert-butylphosphino pentaphenylferrocene), C=1C=CC(=CC1)/C=C/C(=O)/C=C/C2=CC=CC=C2.C=1C=CC(=CC1)/C=C/C(=O)/C=C/C2=CC=CC=C2.C=1C=CC(=CC1)/C=C/C(=O)/C=C/C2=CC=CC=C2.[Pd].[Pd] (Pd2(dba)3), C=1C=CC(=CC1)/C=C/C(=O)/C=C/C2=CC=CC=C2.C=1C=CC(=CC1)/C=C/C(=O)/C=C/C2=CC=CC=C2.C=1C=CC(=CC1)/C=C/C(=O)/C=C/C2=CC=CC=C2.[Pd].[Pd] (Pd2(dba)3). Run in COCCOC (1,2-dimethoxyethane). Conditions: time 2 hour. Product: C(C)(C)(C)OC(CC1=CC(=NC=C1)N1CCN(CC1)C)=O ([2-(4-Methyl-piperazin-1-yl)-pyridin-4-yl]-acetic acid tert-butyl ester). As a reaction SMILES: P([O-])([O-])([O-])=O.[K+].[K+].[K+].[C:9]([O:13][C:14](=[O:23])[CH2:15][C:16]1[CH:21]=[CH:20][N:19]=[C:18](Cl)[CH:17]=1)([CH3:12])([CH3:11])[CH3:10].[CH3:24][N:25]1[CH2:30][CH2:29][NH:28][CH2:27][CH2:26]1.P>COCCOC.C(=CC(C=CC1C=CC=CC=1)=O)C1C=CC=CC=1.[Pd].C(P([C-]1C=CC=C1)C(C)(C)C)(C)(C)C.C1(C2[C-](C3C=CC=CC=3)C(C3C=CC=CC=3)=C(C3C=CC=CC=3)C=2C2C=CC=CC=2)C=CC=CC=1.[Fe+2].C1C=CC(/C=C/C(/C=C/C2C=CC=CC=2)=O)=CC=1.C1C=CC(/C=C/C(/C=C/C2C=CC=CC=2)=O)=CC=1.C1C=CC(/C=C/C(/C=C/C2C=CC=CC=2)=O)=CC=1.[Pd].[Pd]>[C:9]([O:13][C:14](=[O:23])[CH2:15][C:16]1[CH:21]=[CH:20][N:19]=[C:18]([N:28]2[CH2:29][CH2:30][N:25]([CH3:24])[CH2:26][CH2:27]2)[CH:17]=1)([CH3:12])([CH3:11])[CH3:10] |f:0.1.2.3,8.9,10.11.12,13.14.15.16.17|. Procedure: Potassium phosphate (2.65 g, 12.47 mmol) is dried at 120° C. under high vacuum for 45 minutes. After cooling to RT and venting with dry argon, palladium dibenzylideneacetone (Pd2(dba)3, 25 mg, 0.03 mmol) and di-tert-butylphosphino pentaphenylferrocene (39 mg, 0.06 mmol) are added. (2-Chloro-pyridin-4-yl)-acetic acid tert-butyl ester (631 mg, 2.77 mmol), dissolved in 1,2-dimethoxyethane (14 ml, dried by passing through a column of basic aluminum oxide), and 1-methyl piperazine (830 mg, 8.31 mmol)... Reactants: [H-].[Na+] (sodium hydride), O (water), CN1CCN(CC1)S(=O)(=O)CCCO (3-(1-methyl-4-piperazinylsulfonyl)-1-propanol), ClC=1C(=CC=2N(N1)C=CN2)C (6-chloro-7-methylimidazo[1,2-b]pyridazine). The solvent is O1CCCC1.CN(C=O)C (tetrahydrofuran dimethylformamide). Reaction conditions: temperature 50 celsius, time 30 minute. Yields the product CC1=CC=2N(N=C1OCCCS(=O)(=O)N1CCN(CC1)C)C=CN2 (7-methyl-6-[(3-(1-methyl-4-piperazinyl) sulfonylpropyl)oxy]imidazo[1,2-b]pyridazine). Isolated yield 50.5%. As a reaction SMILES: [H-].[Na+].[CH3:3][N:4]1[CH2:9][CH2:8][N:7]([S:10]([CH2:13][CH2:14][CH2:15][OH:16])(=[O:12])=[O:11])[CH2:6][CH2:5]1.Cl[C:18]1[C:19]([CH3:27])=[CH:20][C:21]2[N:22]([CH:24]=[CH:25][N:26]=2)[N:23]=1.O>O1CCCC1.CN(C)C=O>[CH3:27][C:19]1[C:18]([O:16][CH2:15][CH2:14][CH2:13][S:10]([N:7]2[CH2:8][CH2:9][N:4]([CH3:3])[CH2:5][CH2:6]2)(=[O:12])=[O:11])=[N:23][N:22]2[CH:24]=[CH:25][N:26]=[C:21]2[CH:20]=1 |f:0.1,5.6|. Procedure details: In 20 ml of tetrahydrofuran-dimethylformamide (3:1) was suspended 110 mg of60% sodium hydride in oil followed by addition of 611 mg of 3-(1-methyl-4-piperazinylsulfonyl)-1-propanol and the mixture was stirred under nitrogen at room temperature for 30 minutes and at 50° C. for30 minutes. Then, 420 mg of 6-chloro-7-methylimidazo[1,2-b]pyridazine was added and the mixture was further stirred at 50° C. for 1 hour and at 70° C. for 1 hour. Following addition of 100 ml of iced water, the reaction mixt... The reactants are C(C(=O)Cl)(=O)Cl (oxalyl chloride), ice, ClC1=CC(=NC=N1)OC=1C=C2C=CN=C(C2=CC1)C(=O)O (6-(6-chloro-pyrimidin-4-yloxy)-isoquinoline-1-carboxylic acid), CN(C)C=O (DMF). The solvent is C(Cl)Cl (CH2Cl2), C(Cl)Cl (CH2Cl2). Run at time 1 hour. Yields the product ClC1=CC(=NC=N1)OC=1C=C2C=CN=C(C2=CC1)C(=O)Cl (6-(6-Chloro-pyrimidin-4-yloxy)-isoquinoline-1-carbonyl chloride). RXN SMILES: [C:1](Cl)(=O)[C:2]([Cl:4])=[O:3].[Cl:7][C:8]1[N:13]=[CH:12][N:11]=[C:10]([O:14][C:15]2[CH:16]=[C:17]3[C:22](=[CH:23][CH:24]=2)C(C(O)=O)=[N:20][CH:19]=[CH:18]3)[CH:9]=1.CN(C=O)C>C(Cl)Cl>[Cl:7][C:8]1[N:13]=[CH:12][N:11]=[C:10]([O:14][C:15]2[CH:16]=[C:17]3[C:22](=[CH:23][CH:24]=2)[C:1]([C:2]([Cl:4])=[O:3])=[N:20][CH:19]=[CH:18]3)[CH:9]=1. Procedure details: A solution of 870 μl (10.2 mMol) oxalyl chloride in 10 ml CH2Cl2 is added to an ice-cooled solution of 1.54 g (5.1 mMol) 6-(6-chloro-pyrimidin-4-yloxy)-isoquinoline-1-carboxylic acid and 10 μl DMF in 75 ml CH2Cl2. The reaction mixture is stirred at room temperature for 1 h. The solvent is then evaporated off under reduced pressure to afford the title compound as a brown solid, which is used directly without further purification.